The task is: describe an organic reaction: reactants, conditions, products, and yield. This data is from the Open Reaction Database (ORD), a public repository of structured organic reaction records. The reactants are C(C)(=O)OCCCOC=1C=C(C=CC1)C1=CC(=NN1C1=CC(=CC=C1)Cl)C(=O)OCC (Ethyl 5-{3-[3-(acetyloxy)propoxy]phenyl}-1-(3-chlorophenyl)-1H-pyrazole-3-carboxylate), ClC=1C=C(C=CC1F)N1N=C(C=C1C1=CC(=CC(=C1)F)Cl)C(=O)O (1-(3-Chloro-4-fluorophenyl)-5-(3-chloro-5-fluorophenyl)-1H-pyrazole-3-carboxylic acid). Yields the product ClC=1C=C(C=CC1)N1N=C(C=C1C1=CC(=CC=C1)OCCCO)C(=O)O (1-(3-Chlorophenyl)-5-[3-(3-hydroxypropoxy)phenyl]-1H-pyrazole-3-carboxylic acid). RXN SMILES: C([O:4][CH2:5][CH2:6][CH2:7][O:8][C:9]1[CH:10]=[C:11]([C:15]2[N:19]([C:20]3[CH:25]=[CH:24][CH:23]=[C:22]([Cl:26])[CH:21]=3)[N:18]=[C:17]([C:27]([O:29]CC)=[O:28])[CH:16]=2)[CH:12]=[CH:13][CH:14]=1)(=O)C.ClC1C=C(N2C(C3C=C(F)C=C(Cl)C=3)=CC(C(O)=O)=N2)C=CC=1F>>[Cl:26][C:22]1[CH:21]=[C:20]([N:19]2[C:15]([C:11]3[CH:12]=[CH:13][CH:14]=[C:9]([O:8][CH2:7][CH2:6][CH2:5][OH:4])[CH:10]=3)=[CH:16][C:17]([C:27]([OH:29])=[O:28])=[N:18]2)[CH:25]=[CH:24][CH:23]=1. Reported procedure: The preparation of the title compound takes place starting from the compound of Example 67A in analogy to the synthesis of the compound of Example 71A. 99 mg of the title compound with 65% purity (70% of theory) are obtained. Yields the product BrC1=CC=C2N=C(C(N(C2=C1)CCNC(C)=O)=O)C1=CC=C(C=C1)OC (N-(2-(7-bromo-3-(4-methoxyphenyl)-2-oxoquinoxalin-1(2H)-yl)ethyl)acetamide). The reactants are CC(=O)O (AcOH), NC1=C(C=C(C=C1)Br)NCCNC(C)=O (N-(2-(2-amino-5-bromophenylamino)ethyl)acetamide), COC1=CC=C(C=C1)C(C(=O)OCC)=O (ethyl 2-(4-methoxyphenyl)-2-oxoacetate), C(C)(=O)O (acetic acid). Procedure details: To a solution of crude N-(2-(2-amino-5-bromophenylamino)ethyl)acetamide from Example 14 in ethanol (0.74 mL) 870 mg of ethyl 2-(4-methoxyphenyl)-2-oxoacetate was added. To that mixture acetic acid was added resulting in of 1% v/v AcOH in EtOH solution. The reaction mixture was stirred at 80° C. for 18 h and allowed to cool to room temperature. The yellow precipitate was collected by filtration and washed with two 5 mL portions of EtOH. The yellow solid was dried under vacuum to provide N-(2-(7-b... Conditions: temperature 80 celsius, time 18 hour. Run in CCO (EtOH), C(C)O (ethanol). As a reaction SMILES: [NH2:1][C:2]1[CH:7]=[CH:6][C:5]([Br:8])=[CH:4][C:3]=1[NH:9][CH2:10][CH2:11][NH:12][C:13](=[O:15])[CH3:14].[CH3:16][O:17][C:18]1[CH:23]=[CH:22][C:21]([C:24](=O)[C:25](OCC)=[O:26])=[CH:20][CH:19]=1.C(O)(=O)C>C(O)C>[Br:8][C:5]1[CH:4]=[C:3]2[C:2]([N:1]=[C:24]([C:21]3[CH:22]=[CH:23][C:18]([O:17][CH3:16])=[CH:19][CH:20]=3)[C:25](=[O:26])[N:9]2[CH2:10][CH2:11][NH:12][C:13](=[O:15])[CH3:14])=[CH:7][CH:6]=1. As a reaction SMILES: [Br:11].[BrH:17].[C:12](=[O:13])([OH:14])[O-:15].[C:1]([CH3:2])(=[O:3])[c:4]1[c:5]([CH3:10])[n:6][c:7]([CH3:9])[nH:8]1.[Na+:16]>>[C:1]([CH2:2][Br:17])(=[O:3])[c:4]1[c:5]([CH3:10])[n:6][c:7]([CH3:9])[nH:8]1. Reactants: Br, Br, O=C([O-])O, CC(=O)c1[nH]c(C)nc1C, [Na+]. Product: Cc1nc(C)c(C(=O)CBr)[nH]1. The reactants are CCN(CC)c1ccc(N=Nc2c(Br)cc([N+](=O)[O-])cc2[N+](=O)[O-])c(NC(C)=O)c1, CCCCOC(C)=O, CC(=O)[O-], CC(=O)OC(C)=O, NC=O, [Cu]I, [Na+]. Yields the product CCN(CC)c1ccc(N=Nc2c(C#N)cc([N+](=O)[O-])cc2[N+](=O)[O-])c(NC(C)=O)c1. RXN SMILES: [Br:1][c:2]1[c:3]([N:14]=[N:15][c:16]2[c:17]([NH:27][C:28]([CH3:29])=[O:30])[cH:18][c:19]([N:22]([CH2:23][CH3:24])[CH2:25][CH3:26])[cH:20][cH:21]2)[c:4]([N+:11](=[O:12])[O-:13])[cH:5][c:6]([N+:8](=[O:9])[O-:10])[cH:7]1.[C:48]([O:49][CH2:50][CH2:51][CH2:52][CH3:53])(=[O:54])[CH3:55].[CH3:32][C:33](=[O:34])[O-:35].[CH3:39][C:40]([O:41][C:42](=[O:43])[CH3:44])=[O:45].[CH:36](=[O:37])[NH2:38].[Cu:46][I:47].[Na+:31]>>[c:2]1([C:36]#[N:38])[c:3]([N:14]=[N:15][c:16]2[c:17]([NH:27][C:28]([CH3:29])=[O:30])[cH:18][c:19]([N:22]([CH2:23][CH3:24])[CH2:25][CH3:26])[cH:20][cH:21]2)[c:4]([N+:11](=[O:12])[O-:13])[cH:5][c:6]([N+:8](=[O:9])[O-:10])[cH:7]1. Reactants: CS(=O)(=O)C1=NC(=CC(=C1)CNC(=O)C=1C2=C(C=NC1)N(N=C2)C2=CC=C(C=C2)F)OC (1-(4-fluorophenyl)-1H-pyrazolo[3,4-c]pyridine-4-carboxylic acid (2-methanesulfonyl-6-methoxy-pyridin-4-ylmethyl)-amide), Br (HBr). Solvent: C(C)(=O)O (acetic acid). Reaction conditions: time 16 hour. Product: CS(=O)(=O)C1=CC(=CC(N1)=O)CNC(=O)C=1C2=C(C=NC1)N(N=C2)C2=CC=C(C=C2)F (1-(4-Fluorophenyl)-1H-pyrazolo[3,4-c]pyridine-4-carboxylic acid (6-methanesulfonyl-2-oxo-1,2-dihydropyridin-4-ylmethyl)-amide). RXN SMILES: [CH3:1][S:2]([C:5]1[CH:10]=[C:9]([CH2:11][NH:12][C:13]([C:15]2[C:16]3[CH:23]=[N:22][N:21]([C:24]4[CH:29]=[CH:28][C:27]([F:30])=[CH:26][CH:25]=4)[C:17]=3[CH:18]=[N:19][CH:20]=2)=[O:14])[CH:8]=[C:7]([O:31]C)[N:6]=1)(=[O:4])=[O:3].Br>C(O)(=O)C>[CH3:1][S:2]([C:5]1[NH:6][C:7](=[O:31])[CH:8]=[C:9]([CH2:11][NH:12][C:13]([C:15]2[C:16]3[CH:23]=[N:22][N:21]([C:24]4[CH:29]=[CH:28][C:27]([F:30])=[CH:26][CH:25]=4)[C:17]=3[CH:18]=[N:19][CH:20]=2)=[O:14])[CH:10]=1)(=[O:4])=[O:3]. Procedure details: To a solution of 1-(4-fluorophenyl)-1H-pyrazolo[3,4-c]pyridine-4-carboxylic acid (2-methanesulfonyl-6-methoxy-pyridin-4-ylmethyl)-amide (58 mg, 0.13 mmol) in acetic acid (5 mL) was added 48% aqueous HBr (3 mL). After 16 hours, HPLC-MS indicated partial conversion to the desired product. The mixture was then warmed at 60° C. After 5 hours, the mixture was cooled to room temperature, diluted with water (25 mL) and extracted with EtOAc (3×20 mL). The combined organic layers were washed with saturat... Conditions: time 48 hour. Procedure: To a solution of dichlorophenoxymethane (1 g) in acetonitrile (10 mL) was added methanesulfonamide (0.39 g) under ice-cooling, and the mixture was stirred at room temperature for 48 hours. The reaction mixture was poured into a saturated aqueous sodium hydrogen carbonate solution, and the resulting mixture was extracted with ethyl acetate. The organic layer was washed with water and brine, and dried over anhydrous magnesium sulfate. The solvent was removed under reduced pressure to give 1-(N-met... The product is CS(=O)(=O)NC(OC1=CC=CC=C1)OC1=CC=CC=C1 (1-(N-methanesulfonylamino)-1,1-diphenoxymethane). Reactants: ClC(OC1=CC=CC=C1)Cl (dichlorophenoxymethane), CS(=O)(=O)N (methanesulfonamide), C(O)([O-])=O.[Na+] (sodium hydrogen carbonate). Reaction SMILES: Cl[CH:2](Cl)[O:3][C:4]1[CH:9]=[CH:8][CH:7]=[CH:6][CH:5]=1.[CH3:11][S:12]([NH2:15])(=[O:14])=[O:13].[C:16](=[O:19])([O-])O.[Na+]>C(#N)C>[CH3:11][S:12]([NH:15][CH:2]([O:19][C:16]1[CH:8]=[CH:9][CH:4]=[CH:5][CH:6]=1)[O:3][C:4]1[CH:9]=[CH:8][CH:7]=[CH:6][CH:5]=1)(=[O:14])=[O:13] |f:2.3|. Run in C(C)#N (acetonitrile). Reactants: COC(CN(Cc1ccc(F)cc1)C(=O)CNC(C)=O)OC, CS(=O)(=O)O, ClCCl, [Na+], [Na+], O=C([O-])[O-]. Product: CC(=O)N1C=CN(Cc2ccc(F)cc2)C(=O)C1. Reaction SMILES: [C:6]([CH3:7])(=[O:8])[NH:9][CH2:10][C:11](=[O:12])[N:13]([CH2:14][c:15]1[cH:16][cH:17][c:18]([F:21])[cH:19][cH:20]1)[CH2:22][CH:23]([O:24][CH3:25])[O:26][CH3:27].[CH3:1][S:2](=[O:3])(=[O:4])[OH:5].[Cl:34][CH2:35][Cl:36].[Na+:28].[Na+:29].[O-:30][C:31](=[O:32])[O-:33]>>[C:6]([CH3:7])(=[O:8])[N:9]1[CH2:10][C:11](=[O:12])[N:13]([CH2:14][c:15]2[cH:16][cH:17][c:18]([F:21])[cH:19][cH:20]2)[CH:22]=[CH:23]1. The reactants are S(=O)(Cl)Cl (Thionyl chloride), C(#N)C(=CC1C(C1C(=O)O)(C)C)C1=CC=CC=C1 (3-(β-cyanostyryl)-2,2-dimethyl-cyclopropanecarboxylic acid), [C-]#N.[K+] (potassium cyanide), ClC1=CC=C(OC=2C=C(C=O)C=CC2)C=C1 (m-(p-chlorophenoxy)benzaldehyde), C1COCCOCCOCCOCCOCCO1 (18-crown-6). Solvent: O (water), C1(=CC=CC=C1)C (toluene), O (water), C1(=CC=CC=C1)C (toluene). Conditions: temperature 100 celsius, time 18 hour. Yields the product C(#N)C(C1=CC(=CC=C1)OC1=CC=C(C=C1)Cl)OC(=O)[C@@H]1C([C@H]1C=C(C1=CC=CC=C1)C#N)(C)C (trans 3-(β-cyanostyryl)-2,2-dimethyl-cyclopropanecarboxylic acid α-cyano-m-(p-chlorophenoxy)benzyl ester). RXN SMILES: S(Cl)(Cl)=O.[C:5]([C:7]([C:17]1[CH:22]=[CH:21][CH:20]=[CH:19][CH:18]=1)=[CH:8][CH:9]1[CH:11]([C:12]([OH:14])=[O:13])[C:10]1([CH3:16])[CH3:15])#[N:6].[Cl:23][C:24]1[CH:38]=[CH:37][C:27]([O:28][C:29]2[CH:30]=[C:31]([CH:34]=[CH:35][CH:36]=2)[CH:32]=O)=[CH:26][CH:25]=1.C1OCCOCCOCCOCCOCCOC1.[C-:57]#[N:58].[K+]>C1(C)C=CC=CC=1.O>[C:57]([CH:32]([O:13][C:12]([C@H:11]1[C@H:9]([CH:8]=[C:7]([C:5]#[N:6])[C:17]2[CH:18]=[CH:19][CH:20]=[CH:21][CH:22]=2)[C:10]1([CH3:16])[CH3:15])=[O:14])[C:31]1[CH:34]=[CH:35][CH:36]=[C:29]([O:28][C:27]2[CH:37]=[CH:38][C:24]([Cl:23])=[CH:25][CH:26]=2)[CH:30]=1)#[N:58] |f:4.5|. Procedure details: Thionyl chloride (1.61 ml, 2.6 g; 0.022 mole), 3-(β-cyanostyryl)-2,2-dimethyl-cyclopropanecarboxylic acid (4.82 g; 0.02 mole) and toluene are mixed and heated at 100° C. for 1 hour. The reaction mixture is cooled to 25° C. and a solution of m-(p-chlorophenoxy)benzaldehyde (4.65 g; 0.02 mole) and 18-crown-6 (0.49 g; 0.002 mole) in toluene (10 ml) is added. To this reaction mixture a solution of potassium cyanide (2.6 g; 0.04 mole) in water (6 ml) is added slowly while maintaining the temperature ...